Dataset: the Open Reaction Database (ORD), a public repository of structured organic reaction records. Task: describe an organic reaction: reactants, conditions, products, and yield Starting materials: C(CCCCCCC)OC=1C=NC(=NC1)C1=C(C=C(C=C1)O)F (5-octyloxy-2-[4-hydroxy-2-fluorophenyl)pyrimidine), FC(C(C(OC(C(OC(COCCCBr)(F)F)(F)F)(F)F)(F)F)(F)F)(C(F)(F)F)F (3-(2-(2-(nonafluorobutoxy)tetrafluoroethoxy)-2,2-difluoroethoxy)propyl bromide). Yields the product C(CCCCCCC)OC=1C=NC(=NC1)C1=C(C=C(C=C1)OCCCOCC(F)(F)OC(C(OC(C(C(C(F)(F)F)(F)F)(F)F)(F)F)(F)F)(F)F)F (5-Octyloxy-2-[4-(3-(2-(2-(nonafluorobutoxy)tetrafluoroethoxy)-2,2-difluoroethoxy)propyloxy)-2-fluorophenyl)pyrimidine). As a reaction SMILES: [CH2:1]([O:9][C:10]1[CH:11]=[N:12][C:13]([C:16]2[CH:21]=[CH:20][C:19]([OH:22])=[CH:18][C:17]=2[F:23])=[N:14][CH:15]=1)[CH2:2][CH2:3][CH2:4][CH2:5][CH2:6][CH2:7][CH3:8].[F:24][C:25]([F:53])([C:49]([F:52])([F:51])[F:50])[C:26]([F:48])([F:47])[C:27]([F:46])([F:45])[O:28][C:29]([F:44])([F:43])[C:30]([F:42])([F:41])[O:31][C:32]([F:40])([F:39])[CH2:33][O:34][CH2:35][CH2:36][CH2:37]Br>>[CH2:1]([O:9][C:10]1[CH:15]=[N:14][C:13]([C:16]2[CH:21]=[CH:20][C:19]([O:22][CH2:37][CH2:36][CH2:35][O:34][CH2:33][C:32]([O:31][C:30]([F:41])([F:42])[C:29]([F:43])([F:44])[O:28][C:27]([F:45])([F:46])[C:26]([F:47])([F:48])[C:25]([F:24])([F:53])[C:49]([F:52])([F:51])[F:50])([F:40])[F:39])=[CH:18][C:17]=2[F:23])=[N:12][CH:11]=1)[CH2:2][CH2:3][CH2:4][CH2:5][CH2:6][CH2:7][CH3:8]. Reported procedure: The title compound was prepared essentially as in Example 1 by combining 5-octyloxy-2-[4-hydroxy-2-fluorophenyl)pyrimidine (1.5 g, 4.7 mmol, prepared from 2-fluoro-4-hydroxybenzamidine hydrobromide and (CH3)2NCH=C(OC8H17)CHO) with 3-(2-(2-(nonafluorobutoxy)tetrafluoroethoxy)-2,2-difluoroethoxy)propyl bromide (3.0 g, 5.4 mmol, Example 3). The reaction mixture was quenched with water, and the resulting crude product was further purified by recrystallization from ethanol, followed by Kugelrohr dist... Starting materials: CCOCC, CN1CCC(Cl)C1, NCc1ccccc1. Yields the product Cl, NCc1ccccc1. As a reaction SMILES: [CH3:16][CH2:17][O:18][CH2:19][CH3:20].[Cl:1][CH:2]1[CH2:3][CH2:4][N:5]([CH3:6])[CH2:7]1.[NH2:8][CH2:9][c:10]1[cH:11][cH:12][cH:13][cH:14][cH:15]1>>[ClH:1].[NH2:8][CH2:9][c:10]1[cH:11][cH:12][cH:13][cH:14][cH:15]1.